Task: describe an organic reaction: reactants, conditions, products, and yield. Dataset: the Open Reaction Database (ORD), a public repository of structured organic reaction records RXN SMILES: [Si]([O:8][CH2:9][C@H:10]1[O:19][C@@H:18]2[C@@H:13]([S:14][C:15]3[CH:30]=[CH:29][C:28]([Cl:31])=[CH:27][C:16]=3[N:17]2[CH2:20][CH2:21][N:22]([CH2:25][CH3:26])[CH2:23][CH3:24])[C@@H:12]([O:32][C:33](=[O:35])[CH3:34])[C@@H:11]1[O:36][C:37](=[O:39])[CH3:38])(C(C)(C)C)(C)C.[F-].C([N+](CCCC)(CCCC)CCCC)CCC.[O:58]1CC[CH2:60][CH2:59]1.O.[C:64](OCC)(=[O:66])[CH3:65].CCCCCC>O1CCCC1>[C:33]([O:32][C@@H:12]1[C@@H:13]2[S:14][C:15]3[CH:30]=[CH:29][C:28]([Cl:31])=[CH:27][C:16]=3[N:17]([CH2:20][CH2:21][N:22]([CH2:25][CH3:26])[CH2:23][CH3:24])[C@@H:18]2[O:19][C@H:10]([CH2:9][O:8][C:59](=[O:58])[CH3:60])[C@H:11]1[OH:36])(=[O:35])[CH3:34].[C:37]([O:36][C@@H:11]1[C@@H:10]([CH2:9][O:8][C:64](=[O:66])[CH3:65])[O:19][C@@H:18]2[C@@H:13]([S:14][C:15]3[CH:30]=[CH:29][C:28]([Cl:31])=[CH:27][C:16]=3[N:17]2[CH2:20][CH2:21][N:22]([CH2:23][CH3:24])[CH2:25][CH3:26])[C@H:12]1[OH:32])(=[O:39])[CH3:38] |f:1.2.3,5.6|. The product is C(C)(=O)O[C@H]1[C@@H]([C@H](O[C@@H]2[C@H]1SC1=C(N2CCN(CC)CC)C=C(C=C1)Cl)COC(C)=O)O ((2R, 3R, 4S, 4aS, 10aR)-4-acetoxy-2-acetoxymethyl-8-chloro-10-(2-diethylaminoethyl)-3-hydroxy-2, 3, 4, 4a, 10, 10a-hexahydropyrano [3, 2-b] [1, 4] benzothiazine), C(C)(=O)O[C@H]1[C@@H]([C@@H]2SC3=C(N([C@@H]2O[C@@H]1COC(C)=O)CCN(CC)CC)C=C(C=C3)Cl)O ((2R, 3S, 4S, 4aS, 10aR)-3-acetoxy-2-acetoxymethyl-8-chloro-10-(2-diethylaminoethyl)-4-hydroxy-2, 3, 4, 4a, 10, 10a-hexahydropyrano [3, 2-b] [1, 4] benzothiazine). Conditions: time 1 hour. The yield is 24.9%. Procedure details: To the solution of 2.54 g of the compound (15) obtained in Example 15 in 6 ml of tetrahydrofuran, 6 ml of a 1M solution of tetrabutylammoniumfluoride-tetrahydrofuran was added dropwise. The mixture was stirred for one hour at room temperature. Water was added to the reaction solution, and the mixture was extracted with chloroform, the organic layer was dried over anhydrous magnesium sulfate, and the solvent was removed under reduced pressure. The resulting residue was purified by silica gel colu... The reactants are [Si](C)(C)(C(C)(C)C)OC[C@@H]1[C@H]([C@@H]([C@@H]2SC3=C(N([C@@H]2O1)CCN(CC)CC)C=C(C=C3)Cl)OC(C)=O)OC(C)=O ((2R, 3R, 4S, 4aS, 10aR)-2-tert-butyldimethylsilyloxymethyl-8-chloro-3,4-diacetoxy-10-(2-diethylaminoethyl)-2, 3, 4, 4a, 10, 10a-hexahydropyrano [3, 2-b] [1, 4] benzothiazine), solution, [F-].C(CCC)[N+](CCCC)(CCCC)CCCC.O1CCCC1 (tetrabutylammoniumfluoride tetrahydrofuran), C(C)(=O)OCC.CCCCCC (ethyl acetate hexane), O (Water). The solvent is O1CCCC1 (tetrahydrofuran). Reactants: N(=C=O)C(C)C (2-Isocyanatopropane), BrC1=CN=C2N1N=C(C=C2)N2CCNCC2 (3-bromo-6-piperazin-1-yl-imidazo[1,2-b]pyridazine). Run in ClCCl (dichloromethane). Reaction conditions: time 17 hour. The product is BrC1=CN=C2N1N=C(C=C2)N2CCN(CC2)C(=O)NC(C)C (4-(3-Bromoimidazo[1,2-b]pyridazin-6-yl)-N-isopropylpiperazine-1-carboxamide). The yield is 109.3%. Reaction SMILES: [N:1]([CH:4]([CH3:6])[CH3:5])=[C:2]=[O:3].[Br:7][C:8]1[N:12]2[N:13]=[C:14]([N:17]3[CH2:22][CH2:21][NH:20][CH2:19][CH2:18]3)[CH:15]=[CH:16][C:11]2=[N:10][CH:9]=1>ClCCl>[Br:7][C:8]1[N:12]2[N:13]=[C:14]([N:17]3[CH2:18][CH2:19][N:20]([C:2]([NH:1][CH:4]([CH3:6])[CH3:5])=[O:3])[CH2:21][CH2:22]3)[CH:15]=[CH:16][C:11]2=[N:10][CH:9]=1. Procedure: 2-Isocyanatopropane [1795-48-8] (120 μL, 1.2 mmol) was added, via syringe, to a stirred, ambient temperature, clear, colorless solution of 3-bromo-6-piperazin-1-yl-imidazo[1,2-b]pyridazine (334.6 mg, 1.2 mmol) in dichloromethane (20 mL). The solution was allowed to proceed for 17 h then evaporated to dryness to afford 481.5 mg of light yellow solid foam. LRMS (ESI) m/z 367.0/369.0 [(M+H)]+, calc'd for C14H19BrN6O: 367.25. The reactants are bromo, C(C)(C)(C)OC(=O)N1CCC2=C(CC1)C=C(C=C2)NS(=O)(=O)C=2SC(=CC2)Br (7-(5-Bromo-thiophene-2-sulfonylamino)-1,2,4,5-tetrahydro-benzo[d]azepine-3-carboxylic acid tert-butyl ester), ClC1=CC=C(C=C1)B(O)O (4-chlorophenylboronic acid), C(=O)([O-])[O-].[K+].[K+] (K2CO3), C(C)O (ethanol). The reagents and catalysts are C=1C=CC(=CC1)[P](C=2C=CC=CC2)(C=3C=CC=CC3)[Pd]([P](C=4C=CC=CC4)(C=5C=CC=CC5)C=6C=CC=CC6)([P](C=7C=CC=CC7)(C=8C=CC=CC8)C=9C=CC=CC9)[P](C=1C=CC=CC1)(C=1C=CC=CC1)C=1C=CC=CC1 (Pd(PPh3)4). The solvent is C1(=CC=CC=C1)C (toluene). Run at temperature 60 celsius. The product is C(C)(C)(C)OC(=O)N1CCC2=C(CC1)C=C(C(=C2)OC)NS(=O)(=O)C=2SC(=CC2)C2=CC=C(C=C2)Cl (7-[5-(4-Chloro-phenyl)-thiophene-2-sulfonylamino]-8-methoxy-1,2,4,5-tetrahydro-benzo[d]azepine-3-carboxylic acid tert-butyl ester). Yield: 86.0%. As a reaction SMILES: [C:1]([O:5][C:6]([N:8]1[CH2:14][CH2:13][C:12]2[CH:15]=[C:16]([NH:19][S:20]([C:23]3[S:24][C:25](Br)=[CH:26][CH:27]=3)(=[O:22])=[O:21])[CH:17]=[CH:18][C:11]=2[CH2:10][CH2:9]1)=[O:7])([CH3:4])([CH3:3])[CH3:2].[Cl:29][C:30]1[CH:35]=[CH:34][C:33](B(O)O)=[CH:32][CH:31]=1.[C:39]([O-])([O-])=[O:40].[K+].[K+].C(O)C>C1C=CC([P]([Pd]([P](C2C=CC=CC=2)(C2C=CC=CC=2)C2C=CC=CC=2)([P](C2C=CC=CC=2)(C2C=CC=CC=2)C2C=CC=CC=2)[P](C2C=CC=CC=2)(C2C=CC=CC=2)C2C=CC=CC=2)(C2C=CC=CC=2)C2C=CC=CC=2)=CC=1.C1(C)C=CC=CC=1>[C:1]([O:5][C:6]([N:8]1[CH2:14][CH2:13][C:12]2[CH:15]=[C:16]([NH:19][S:20]([C:23]3[S:24][C:25]([C:33]4[CH:34]=[CH:35][C:30]([Cl:29])=[CH:31][CH:32]=4)=[CH:26][CH:27]=3)(=[O:22])=[O:21])[C:17]([O:40][CH3:39])=[CH:18][C:11]=2[CH2:10][CH2:9]1)=[O:7])([CH3:4])([CH3:3])[CH3:2] |f:2.3.4,^1:51,53,72,91|. Procedure details: A solution of the bromo intermediate D5 (1.20 g, 0.0023 moles), 4-chlorophenylboronic acid (0.55 g, 0.0034 moles), K2CO3 (2M solution, 15 ml), ethanol (15 ml) and toluene (50 ml) at room temperature was degassed by bubbling argon through the solution for 10 minutes. Pd(PPh3)4 (0.4 g, 0.000375 moles) was added and the mixture heated at 60° C. under argon for 4 hours. Upon cooling the mixture was partitioned between water and ethyl acetate. The aqueous phase was re-extracted with ethyl acetate (×3... The reactants are S1CNC2=C1C=CC=C2 (2,3-dihydro-1,3-benzothiazole), NC1=C(C=CC=C1)S (2-aminobenzenethiol), C=O (formalin), ClC=1C=C(C(=O)Cl)C=C(C1OC)F (3-chloro-5-fluoro-4-methoxybenzoyl chloride). The solvent is C(Cl)(Cl)Cl (chloroform), C(C)N(CC)CC (triethylamine). Run at time 90 minute. Yields the product ClC=1C=C(C(=O)N2CSC3=C2C=CC=C3)C=C(C1OC)F (3-(3-chloro-5-fluoro-4-methoxybenzoyl)-2,3-dihydro-1,3-benzothiazole). Reaction SMILES: [S:1]1[C:5]2[CH:6]=[CH:7][CH:8]=[CH:9][C:4]=2[NH:3][CH2:2]1.NC1C=CC=CC=1S.C=O.[Cl:20][C:21]1[CH:22]=[C:23]([CH:27]=[C:28]([F:32])[C:29]=1[O:30][CH3:31])[C:24](Cl)=[O:25]>C(Cl)(Cl)Cl.C(N(CC)CC)C>[Cl:20][C:21]1[CH:22]=[C:23]([CH:27]=[C:28]([F:32])[C:29]=1[O:30][CH3:31])[C:24]([N:3]1[C:4]2[CH:9]=[CH:8][CH:7]=[CH:6][C:5]=2[S:1][CH2:2]1)=[O:25]. Reported procedure: 2,3-dihydro-1,3-benzothiazole synthesized from 2-aminobenzenethiol (346 mg) and 37% formalin (0.23 mL) in the same manner as in Example 1 was dissolved in chloroform (3 mL), and triethylamine (0.38 mL) and 3-chloro-5-fluoro-4-methoxybenzoyl chloride were added to the solution, and then the mixture was stirred at room temperature for 90 minutes. The solvent was distilled off under reduced pressure and water was added, and then the mixture was extracted with ethyl acetate. The organic layer was wa... Reactants: NC1=C(C(=O)NC2=NN(C=C2)C2=CC(=CC=C2)C(F)(F)F)C=C(C=C1)N1CCCCC1 (2-amino-5-(piperidin-1-yl)-N-(1-(3-(trifluoromethyl)phenyl)-1H-pyrazol-3-yl)benzamide), ClCC1=CC=CC(=N1)C(=O)O (6-(chloromethyl)picolinic acid), CCN=C=NCCCN(C)C.Cl (EDC.HCl). Reagents/catalysts: CN(C1=CC=NC=C1)C (4-dimethylaminopyridine). Run in ClCCl (dichloromethane). Reaction conditions: temperature 25 celsius, time 8 hour. The product is ClCC1=CC=CC(=N1)C(=O)NC1=C(C=C(C=C1)N1CCCCC1)C(NC1=NN(C=C1)C1=CC(=CC=C1)C(F)(F)F)=O (6-(chloromethyl)-N-(4-(piperidin-1-yl)-2-((1-(3-(trifluoromethyl)phenyl)-1H-pyrazol-3-yl)carbamoyl)phenyl)picolinamide). Isolated yield 126.8%. Reaction SMILES: [NH2:1][C:2]1[CH:25]=[CH:24][C:23]([N:26]2[CH2:31][CH2:30][CH2:29][CH2:28][CH2:27]2)=[CH:22][C:3]=1[C:4]([NH:6][C:7]1[CH:11]=[CH:10][N:9]([C:12]2[CH:17]=[CH:16][CH:15]=[C:14]([C:18]([F:21])([F:20])[F:19])[CH:13]=2)[N:8]=1)=[O:5].[Cl:32][CH2:33][C:34]1[N:39]=[C:38]([C:40](O)=[O:41])[CH:37]=[CH:36][CH:35]=1.CCN=C=NCCCN(C)C.Cl>ClCCl.CN(C)C1C=CN=CC=1>[Cl:32][CH2:33][C:34]1[N:39]=[C:38]([C:40]([NH:1][C:2]2[CH:25]=[CH:24][C:23]([N:26]3[CH2:31][CH2:30][CH2:29][CH2:28][CH2:27]3)=[CH:22][C:3]=2[C:4](=[O:5])[NH:6][C:7]2[CH:11]=[CH:10][N:9]([C:12]3[CH:17]=[CH:16][CH:15]=[C:14]([C:18]([F:20])([F:21])[F:19])[CH:13]=3)[N:8]=2)=[O:41])[CH:37]=[CH:36][CH:35]=1 |f:2.3|. Procedure details: Into a 50-mL round bottom flask, was placed a solution of 2-amino-5-(piperidin-1-yl)-N-(1-(3-(trifluoromethyl)phenyl)-1H-pyrazol-3-yl)benzamide (100 mg, 0.23 mmol, 1.00 equiv) in dichloromethane (3 mL), 6-(chloromethyl)picolinic acid (50 mg, 0.29 mmol, 1.25 equiv), EDC.HCl (67 mg, 0.35 mmol, 1.50 equiv), and 4-dimethylaminopyridine (43 mg, 0.35 mmol, 1.51 equiv). The resulting solution was stirred overnight at 25° C. in an oil bath. The mixture was concentrated under vacuum to give 170 mg (75%) ... Reactants: ClCCCOC=1C=C2C=CC(NC2=CC1)=O (6-(3-chloropropoxy)carbostyril), [N-]=[N+]=[N-].[Na+] (sodium azide), ice water. Run in CN(C=O)C (dimethylformamide). Reaction conditions: temperature 80 celsius. Yields the product N(=[N+]=[N-])CCCOC=1C=C2C=CC(NC2=CC1)=O (6-(3-azidopropoxy)carbostyril). The yield is 97.3%. Reaction SMILES: Cl[CH2:2][CH2:3][CH2:4][O:5][C:6]1[CH:7]=[C:8]2[C:13](=[CH:14][CH:15]=1)[NH:12][C:11](=[O:16])[CH:10]=[CH:9]2.[N-:17]=[N+:18]=[N-:19].[Na+]>CN(C)C=O>[N:17]([CH2:2][CH2:3][CH2:4][O:5][C:6]1[CH:7]=[C:8]2[C:13](=[CH:14][CH:15]=1)[NH:12][C:11](=[O:16])[CH:10]=[CH:9]2)=[N+:18]=[N-:19] |f:1.2|. Procedure: A suspension of 6-(3-chloropropoxy)carbostyril (100 g) and sodium azide (33 g) in dimethylformamide is refluxed at 80° C. for 4 hours. After the mixture is allowed to cool, to the mixture is added ice-water, and the precipitated crystals are collected by filtration, washed with diethyl ether, and dried to give 6-(3-azidopropoxy)carbostyril (100 g) as a white powder. Product: [Br-].BrCC1=CC=C(C[P+](CCCC)(CCCC)CCCC)C=C1 (4-(Bromomethyl)benzyltri-n-butylphosphonium bromide). Reported procedure: A mixture of tri-n-butylphosphine (5.7 g, 28.4 mmol) in toluene (50 mL) was added dropwise to a mixture of α,α'-dibromo-p-xylene (15 g, 56.8 mmol, 2 eq.) in 200 mL of toluene under argon gas. The reaction mixture was allowed to stir for several days at room temperature under argon, after which time the tri-n-butylphosphonium bromide salt had crystallized out of solution. The crystals were filtered and washed three times each with 50 mL portions toluene and hexanes, then air dried: 1H NMR (CDCl3)... The reactants are C(CCC)P(CCCC)CCCC (tri-n-butylphosphine), BrCC1=CC=C(C=C1)CBr (α,α'-dibromo-p-xylene). Solvent: C1(=CC=CC=C1)C (toluene), C1(=CC=CC=C1)C (toluene). As a reaction SMILES: [CH2:1]([P:5]([CH2:10][CH2:11][CH2:12][CH3:13])[CH2:6][CH2:7][CH2:8][CH3:9])[CH2:2][CH2:3][CH3:4].[Br:14][CH2:15][C:16]1[CH:21]=[CH:20][C:19]([CH2:22][Br:23])=[CH:18][CH:17]=1>C1(C)C=CC=CC=1>[Br-:14].[Br:23][CH2:22][C:19]1[CH:20]=[CH:21][C:16]([CH2:15][P+:5]([CH2:6][CH2:7][CH2:8][CH3:9])([CH2:10][CH2:11][CH2:12][CH3:13])[CH2:1][CH2:2][CH2:3][CH3:4])=[CH:17][CH:18]=1 |f:3.4|.